Dataset: the Open Reaction Database (ORD), a public repository of structured organic reaction records. Task: describe an organic reaction: reactants, conditions, products, and yield Reactants: O=C(Cl)C(=O)Cl, ClCCl, COc1cccc2c1c1c(n2CCF)CCCC1C(=O)O, CN(C)C=O. The product is COc1cccc2c1c1c(n2CCF)CCCC1C(=O)Cl. Reaction SMILES: [Cl:22][C:23]([C:24]([Cl:25])=[O:26])=[O:27].[Cl:33][CH2:34][Cl:35].[F:1][CH2:2][CH2:3][n:4]1[c:5]2[cH:6][cH:7][cH:8][c:9]([O:20][CH3:21])[c:10]2[c:11]2[c:16]1[CH2:15][CH2:14][CH2:13][CH:12]2[C:17](=[O:18])[OH:19].[O:28]=[CH:29][N:30]([CH3:31])[CH3:32]>>[F:1][CH2:2][CH2:3][n:4]1[c:5]2[cH:6][cH:7][cH:8][c:9]([O:20][CH3:21])[c:10]2[c:11]2[c:16]1[CH2:15][CH2:14][CH2:13][CH:12]2[C:17](=[O:18])[Cl:22]. Starting materials: CC1=C(C=CC(=C1[N+](=O)[O-])C)CCCC(=O)O (4-(2,4-dimethyl-3-nitrophenyl)butanoic acid). Solvent: O (water). Conditions: temperature 110 celsius, time 4 hour. Product: CC1=C2CCCC(C2=CC(=C1[N+](=O)[O-])C)=O (5,7-Dimethyl-6-nitro-3,4-dihydronaphthalen-1(2H)-one). Isolated yield 71.3%. Reaction SMILES: [CH3:1][C:2]1[C:7]([N+:8]([O-:10])=[O:9])=[C:6]([CH3:11])[CH:5]=[CH:4][C:3]=1[CH2:12][CH2:13][CH2:14][C:15]([OH:17])=O>O>[CH3:1][C:2]1[C:7]([N+:8]([O-:10])=[O:9])=[C:6]([CH3:11])[CH:5]=[C:4]2[C:3]=1[CH2:12][CH2:13][CH2:14][C:15]2=[O:17]. Procedure: PPA (100 g) was warmed to 110° C. and 4-(2,4-dimethyl-3-nitrophenyl)butanoic acid (3.04 g, 12.8 mmol) was added. The resulting solid slowly turn to a brown solution. The reaction was stirred at 110° C. for 4 hours, then poured into 200 ml of water with strong stirring. The mixture was extracted with dichloromethane (×3), and the organic solution was dried over anhydrous Na2SO4 and evaporated to dryness. The residue was purified by Biotage (hexane/EtOAc, 0-30%, 40 min) to give pure compounds as y... The reactants are C(C)(C)(C)OC(=O)N1CCC=2C(=C(N3N=CC=C3N2)N2[C@@H](CC2)COC)CC1 ((S)-10-(2-methoxymethyl-azetidin-1-yl)-5,6,8,9-tetrahydro-1,4,7,10a-tetraaza-cyclohepta[f]indene-7-carboxylic acid tert-butyl ester), Cl (HCl). Run in C(Cl)Cl (DCM), O1CCOCC1 (dioxane). Conditions: time 5 hour. Yields the product COC[C@H]1N(CC1)C=1N2N=CC=C2N=C2C1CCNCC2 ((S)-10-(2-Methoxymethyl-azetidin-1-yl)-6,7,8,9-tetrahydro-5H-1,4,7,10a-tetraaza-cyclohepta[f]indene), Cl (HCl). RXN SMILES: C(OC([N:8]1[CH2:28][CH2:27][C:12]2=[C:13]([N:20]3[CH2:23][CH2:22][C@H:21]3[CH2:24][O:25][CH3:26])[N:14]3[C:18]([N:19]=[C:11]2[CH2:10][CH2:9]1)=[CH:17][CH:16]=[N:15]3)=O)(C)(C)C.[ClH:29]>C(Cl)Cl.O1CCOCC1>[CH3:26][O:25][CH2:24][C@@H:21]1[CH2:22][CH2:23][N:20]1[C:13]1[N:14]2[C:18]([N:19]=[C:11]3[CH2:10][CH2:9][NH:8][CH2:28][CH2:27][C:12]=13)=[CH:17][CH:16]=[N:15]2.[ClH:29]. Procedure details: To 60.1 mg (0.155 mmol) (S)-10-(2-methoxymethyl-azetidin-1-yl)-5,6,8,9-tetrahydro-1,4,7,10a-tetraaza-cyclohepta[f]indene-7-carboxylic acid tert-butyl ester in 3 mL DCM was added 2 mL (3.1 mmol) HCl in dioxane (4 M) and the reaction was stirred at room temperature for 5 hours. The solvent was evaporated to give the desired product as a HCl salt. Starting materials: ClC=1C=CC(=C(C1)C1=CC(N(C=C1OCC(F)(F)F)C(C(=O)O)C)=O)C#N (2-[4-(5-chloro-2-cyanophenyl)-2-oxo-5-(2,2,2-trifluoroethoxy)pyridin-1(2H)-yl]propanoic acid), NC1=CC=C(C(=O)OC(C)(C)C)C=C1 (tert-butyl 4-aminobenzoate). Product: ClC=1C=CC(=C(C1)C1=CC(N(C=C1OCC(F)(F)F)C(C(=O)NC1=CC=C(C(=O)OC(C)(C)C)C=C1)C)=O)C#N (tert-Butyl 4-({2-[4-(5-chloro-2-cyanophenyl)-2-oxo-5-(2,2,2-trifluoroethoxy)pyridin-1(2H)-yl]propanoyl}amino)benzoate). RXN SMILES: [Cl:1][C:2]1[CH:3]=[CH:4][C:5]([C:26]#[N:27])=[C:6]([C:8]2[C:13]([O:14][CH2:15][C:16]([F:19])([F:18])[F:17])=[CH:12][N:11]([CH:20]([CH3:24])[C:21]([OH:23])=O)[C:10](=[O:25])[CH:9]=2)[CH:7]=1.[NH2:28][C:29]1[CH:41]=[CH:40][C:32]([C:33]([O:35][C:36]([CH3:39])([CH3:38])[CH3:37])=[O:34])=[CH:31][CH:30]=1>>[Cl:1][C:2]1[CH:3]=[CH:4][C:5]([C:26]#[N:27])=[C:6]([C:8]2[C:13]([O:14][CH2:15][C:16]([F:17])([F:18])[F:19])=[CH:12][N:11]([CH:20]([CH3:24])[C:21]([NH:28][C:29]3[CH:41]=[CH:40][C:32]([C:33]([O:35][C:36]([CH3:37])([CH3:38])[CH3:39])=[O:34])=[CH:31][CH:30]=3)=[O:23])[C:10](=[O:25])[CH:9]=2)[CH:7]=1. Procedure details: 214 mg (purity 73%, 0.39 mmol) of 2-[4-(5-chloro-2-cyanophenyl)-2-oxo-5-(2,2,2-trifluoroethoxy)pyridin-1(2H)-yl]propanoic acid (racemate) and 83 mg (0.43 mmol, 1.1 eq.) of tert-butyl 4-aminobenzoate were reacted according to General Method 5A. Yield: 113 mg (purity 70%, 35% of theory) Reactants: BrC1=CC=C2C(=C(NC2=C1)C1=CC=CC=C1)C (6-bromo-3-methyl-2-phenyl-1H-indole), k-t-butoxide, C(C1=CC=CC=C1)Br (benzyl bromide). Solvent: CN(C)C=O (DMF). Product: C(C1=CC=CC=C1)N1C(=C(C2=CC=C(C=C12)Br)C)C1=CC=CC=C1 (1-Benzyl-6-bromo-3-methyl-2-phenyl-1H-indole), product. Isolated yield 85.3%. As a reaction SMILES: [Br:1][C:2]1[CH:10]=[C:9]2[C:5]([C:6]([CH3:17])=[C:7]([C:11]3[CH:16]=[CH:15][CH:14]=[CH:13][CH:12]=3)[NH:8]2)=[CH:4][CH:3]=1.[CH2:18](Br)[C:19]1[CH:24]=[CH:23][CH:22]=[CH:21][CH:20]=1>CN(C=O)C>[CH2:18]([N:8]1[C:9]2[C:5](=[CH:4][CH:3]=[C:2]([Br:1])[CH:10]=2)[C:6]([CH3:17])=[C:7]1[C:11]1[CH:16]=[CH:15][CH:14]=[CH:13][CH:12]=1)[C:19]1[CH:24]=[CH:23][CH:22]=[CH:21][CH:20]=1. Procedure: The desired product was prepared using a procedure similar to step 2 of example 3. Thus, 6-bromo-3-methyl-2-phenyl-1H-indole (1.284 g, 4.489 mmol) was reacted with k-t-butoxide (0.529 g, 4.711 mmol) and benzyl bromide (0.809 g, 4.711 mmol) in DMF (10 ml) to give the product (1.440 g, 3.827 mmol, 85%) as a white solid, mp 97-101° C. 1H NMR (DMSO-d6)δ 2.20 (s, 3H), 5.32 (s, 2H), 6.79-6.80 (m, 2H), 7.14-7.21 (m, 4H), 7.36-7.39 (m, 2H), 7.43 (t, J=7.2 Hz, 1H), 7.48 (t, J=6.9 Hz, 2H), 7.53 (d, J=8.4 ... The reactants are ClC(Cl)Cl, OC(c1ccc(Cl)cc1)c1ccccc1Cl, O=S(Cl)Cl. Reaction SMILES: [CH:21]([Cl:22])([Cl:23])[Cl:24].[Cl:1][c:2]1[c:3]([CH:8]([OH:9])[c:10]2[cH:11][cH:12][c:13]([Cl:16])[cH:14][cH:15]2)[cH:4][cH:5][cH:6][cH:7]1.[S:17]([Cl:18])([Cl:19])=[O:20]>>[Cl:1][c:2]1[c:3]([CH:8]([c:10]2[cH:11][cH:12][c:13]([Cl:16])[cH:14][cH:15]2)[Cl:19])[cH:4][cH:5][cH:6][cH:7]1. Product: Clc1ccc(C(Cl)c2ccccc2Cl)cc1. Reactants: ClCC(=O)Cl (chloroacetyl chloride), C([O-])([O-])=O.[Na+].[Na+] (sodium carbonate), C(C)N1C(C2=C(NC3=C1C=CC=C3)N=C(N=C2)C2=CC=CC=C2)=O (6-ethyl-2-phenyl-5,6-dihydropyrimido[4,5-b][1,5]benzodiazepin-5-one). Conditions: temperature 100 celsius, time 20 hour. Procedure details: 28 g (250 mmol) of chloroacetyl chloride and 28 g (250 mmol) of sodium carbonate are added to a solution of 20 g (63 mmol) of 6-ethyl-2-phenyl-5,6-dihydropyrimido[4,5-b][1,5]benzodiazepin-5-one in 500 ml of absolute toluene. The mixture is stirred for 20 hours at 100° C. The solvent is removed on a rotary evaporator, and the residue is neutralized with 2 N-hydrochloric acid. The mixture is extracted with chloroform, and the organic phase is washed with water, dried and concentrated in vacuo. The... Product: ClCC(=O)N1C2=C(C(N(C3=C1C=CC=C3)CC)=O)C=NC(=N2)C2=CC=CC=C2 (11-Chloroacetyl-6-ethyl-2-phenyl-5,6-dihydropyrimido[4,5-b][1,5]benzodiazepin-5-one). As a reaction SMILES: [Cl:1][CH2:2][C:3](Cl)=[O:4].C(=O)([O-])[O-].[Na+].[Na+].[CH2:12]([N:14]1[C:20]2[CH:21]=[CH:22][CH:23]=[CH:24][C:19]=2[NH:18][C:17]2[N:25]=[C:26]([C:29]3[CH:34]=[CH:33][CH:32]=[CH:31][CH:30]=3)[N:27]=[CH:28][C:16]=2[C:15]1=[O:35])[CH3:13]>C1(C)C=CC=CC=1>[Cl:1][CH2:2][C:3]([N:18]1[C:19]2[CH:24]=[CH:23][CH:22]=[CH:21][C:20]=2[N:14]([CH2:12][CH3:13])[C:15](=[O:35])[C:16]2[CH:28]=[N:27][C:26]([C:29]3[CH:34]=[CH:33][CH:32]=[CH:31][CH:30]=3)=[N:25][C:17]1=2)=[O:4] |f:1.2.3|. Solvent: C1(=CC=CC=C1)C (toluene).